The task is: describe an organic reaction: reactants, conditions, products, and yield. This data is from the Open Reaction Database (ORD), a public repository of structured organic reaction records. Reactants: P(=S)([S-])([O-])[O-] (dithiophosphate), C(#N)COC=1C=C(C(=O)OC)C=CC1 (methyl 3-cyanomethoxybenzoate). Solvent: C(C)(=O)OCC.Cl (Hydrogen chloride-ethyl acetate). Reaction conditions: time 12 hour. Yields the product C(N)(=S)COC=1C=C(C(=O)OC)C=CC1 (methyl 3-thiocarbamoylmethoxybenzoate). The yield is 78.0%. Reaction SMILES: P([O-])([O-])([S-])=[S:2].[C:6]([CH2:8][O:9][C:10]1[CH:11]=[C:12]([CH:17]=[CH:18][CH:19]=1)[C:13]([O:15][CH3:16])=[O:14])#[N:7]>C(OCC)(=O)C.Cl>[C:6]([CH2:8][O:9][C:10]1[CH:11]=[C:12]([CH:17]=[CH:18][CH:19]=1)[C:13]([O:15][CH3:16])=[O:14])(=[S:2])[NH2:7] |f:2.3|. Procedure: 4 N Hydrogen chloride-ethyl acetate solution (50 ml) and dithiophosphate=O,O-diethyl (4.47 ml, 26.67 mmol) were added in that order to methyl 3-cyanomethoxybenzoate (5.00 g, 26.15 mmol), and the resulting solution was stirred at room temperature for 12 hours. Crystals precipitated in the reaction solution were collected by filtration and washed with diethyl ether to give methyl 3-thiocarbamoylmethoxybenzoate (4.60 g, 78%).